Dataset: the Open Reaction Database (ORD), a public repository of structured organic reaction records. Task: describe an organic reaction: reactants, conditions, products, and yield Starting materials: C(C1=CC=CC=C1)OC1=C(SC(=C1)S(=O)(=O)C)C(=O)O (3-benzyloxy-5-(methylsulfonyl)-2-thiopenecarboxylic acid), Cu. Solvent: N1=CC=CC2=CC=CC=C12 (quinoline). Reaction conditions: temperature 165 celsius. Product: C(C1=CC=CC=C1)OC=1C=C(SC1)S(=O)(=O)C (4-Benzyloxy-2-(methylsulfonyl)thiophene). Yield: 86.0%. Reaction SMILES: [CH2:1]([O:8][C:9]1[CH:13]=[C:12]([S:14]([CH3:17])(=[O:16])=[O:15])[S:11][C:10]=1C(O)=O)[C:2]1[CH:7]=[CH:6][CH:5]=[CH:4][CH:3]=1>N1C2C(=CC=CC=2)C=CC=1>[CH2:1]([O:8][C:9]1[CH:13]=[C:12]([S:14]([CH3:17])(=[O:16])=[O:15])[S:11][CH:10]=1)[C:2]1[CH:3]=[CH:4][CH:5]=[CH:6][CH:7]=1. Procedure details: A solution of 3-benzyloxy-5-(methylsulfonyl)-2-thiopenecarboxylic acid (13.6 g, 43.6 mmol) in 50 ml quinoline is treated with Cu powder (4.15 g, 65.4 mmol) at room temperature, heated to 165° C. for 15 minutes, cooled to room temperature and filtered. (The filtercake is washed with water.) The combined filtrate is acidified to pH 1 with 6N HCl and filtered. This filtercake is washed with water and dried to afford the title product as a dark grey powder, 10.1 g (86% yield), mp 108-109° C., identi... Reactants: [H-].[Na+] (sodium hydride), C(C)OC(C1=C(C=C(C=C1C)OCC1=CC=CC=C1)O)=O (Ethyl-4-benzyloxy-2-hydroxy-6-methyl-benzoate), BrCCCC1=CC=CC=C1 (1-bromo-3-phenyl propane). Run in CN(C)C=O (DMF). Run at temperature 100 celsius, time 20 minute. Yields the product C(C)OC(C1=C(C=C(C=C1OCCCC1=CC=CC=C1)OCC1=CC=CC=C1)C)=O (Ethyl-4-benzyloxy-2-methyl-6-(3-phenyl-propoxy)-benzoate). As a reaction SMILES: [CH2:1]([O:3][C:4](=[O:21])[C:5]1[C:10]([CH3:11])=[CH:9][C:8]([O:12][CH2:13][C:14]2[CH:19]=[CH:18][CH:17]=[CH:16][CH:15]=2)=[CH:7][C:6]=1[OH:20])[CH3:2].[H-].[Na+].Br[CH2:25][CH2:26][CH2:27][C:28]1[CH:33]=[CH:32][CH:31]=[CH:30][CH:29]=1>CN(C=O)C>[CH2:1]([O:3][C:4](=[O:21])[C:5]1[C:6]([O:20][CH2:25][CH2:26][CH2:27][C:28]2[CH:33]=[CH:32][CH:31]=[CH:30][CH:29]=2)=[CH:7][C:8]([O:12][CH2:13][C:14]2[CH:15]=[CH:16][CH:17]=[CH:18][CH:19]=2)=[CH:9][C:10]=1[CH3:11])[CH3:2] |f:1.2|. Procedure details: Ethyl-4-benzyloxy-2-hydroxy-6-methyl-benzoate (0.5 g, 1.8 mmol) is dissolved in DMF (10 mL) and 60% sodium hydride (0.07 g, 1.8 mmol) is added and stirred 20 minutes, forming a clear solution. Then 1-bromo-3-phenyl propane (0.27 mL, 1.8 mol) is added and this mixture is heated at 100° C. for 4 hours and stirred at room temperature overnight. The solvent is removed in vacuo and the residue purified by flash chromatography (silica, 5% ethyl acetate in hexanes) to give the title compound: 1H NMR (3... The reactants are Cc1cc(C)c(C)[n+]([O-])c1, CO, ClCCl, [Na+], [OH-], O, O=[N+]([O-])O, O=S(=O)(O)O. Product: COc1c(C)c[n+]([O-])c(C)c1C. RXN SMILES: [CH3:1][c:2]1[n+:3]([O-:10])[cH:4][c:5]([CH3:9])[cH:6][c:7]1[CH3:8].[CH3:22][OH:23].[Cl:25][CH2:26][Cl:27].[Na+:21].[OH-:20].[OH2:24].[OH:16][N+:17](=[O:18])[O-:19].[S:11](=[O:12])(=[O:13])([OH:14])[OH:15]>>[CH3:1][c:2]1[n+:3]([O-:10])[cH:4][c:5]([CH3:9])[c:6]([O:20][CH3:22])[c:7]1[CH3:8]. The reactants are CCN(CC)CCCBr, Br, O=C([O-])[O-], CN(C)C=O, ClC(Cl)Cl, [K+], [K+], Nc1n[nH]c2ccc(I)cc12, O. The product is CCN(CC)CCCNc1n[nH]c2ccc(I)cc12. Reaction SMILES: [Br:18][CH2:19][CH2:20][CH2:21][N:22]([CH2:23][CH3:24])[CH2:25][CH3:26].[BrH:17].[C:27](=[O:28])([O-:29])[O-:30].[CH3:1][N:2]([CH3:3])[CH:4]=[O:5].[CH:34]([Cl:35])([Cl:36])[Cl:37].[K+:31].[K+:32].[NH2:6][c:7]1[n:8][nH:9][c:10]2[cH:11][cH:12][c:13]([I:16])[cH:14][c:15]12.[OH2:33]>>[NH:6]([c:7]1[n:8][nH:9][c:10]2[cH:11][cH:12][c:13]([I:16])[cH:14][c:15]12)[CH2:19][CH2:20][CH2:21][N:22]([CH2:23][CH3:24])[CH2:25][CH3:26].